Dataset: the Open Reaction Database (ORD), a public repository of structured organic reaction records. Task: describe an organic reaction: reactants, conditions, products, and yield The reactants are crude mixture, BrC=1C=C(C#N)C=C(C1)OC (3-bromo-5-methoxybenzonitrile), C1(=CC=CC=C1)B(O)O (phenylboronic acid), C1(=CC=CC=C1)C (toluene). The reagents and catalysts are C=1C=CC(=CC1)/C=C/C(=O)/C=C/C2=CC=CC=C2.C=1C=CC(=CC1)/C=C/C(=O)/C=C/C2=CC=CC=C2.C=1C=CC(=CC1)/C=C/C(=O)/C=C/C2=CC=CC=C2.[Pd].[Pd] (Pd2(dba)3), C1(CCCCC1)P(C1=C(C=CC=C1)C1=C(C=CC=C1OC)OC)C1CCCCC1 (dicyclohexyl(2′,6′-dimethoxy-[1,1′-biphenyl]-2-yl)phosphine). Solvent: C(C)(=O)OCC (ethyl acetate). Yields the product COC=1C=C(C=C(C1)C1=CC=CC=C1)C#N (5-methoxy-[1,1′-biphenyl]-3-carbonitrile). Isolated yield 91.7%. Reaction SMILES: Br[C:2]1[CH:3]=[C:4]([CH:7]=[C:8]([O:10][CH3:11])[CH:9]=1)[C:5]#[N:6].[C:12]1(B(O)O)[CH:17]=[CH:16][CH:15]=[CH:14][CH:13]=1.C1(C)C=CC=CC=1>C1C=CC(/C=C/C(/C=C/C2C=CC=CC=2)=O)=CC=1.C1C=CC(/C=C/C(/C=C/C2C=CC=CC=2)=O)=CC=1.C1C=CC(/C=C/C(/C=C/C2C=CC=CC=2)=O)=CC=1.[Pd].[Pd].C1(P(C2CCCCC2)C2C=CC=CC=2C2C(OC)=CC=CC=2OC)CCCCC1.C(OCC)(=O)C>[CH3:11][O:10][C:8]1[CH:7]=[C:4]([C:5]#[N:6])[CH:3]=[C:2]([C:12]2[CH:17]=[CH:16][CH:15]=[CH:14][CH:13]=2)[CH:9]=1 |f:3.4.5.6.7|. Reported procedure: 3-bromo-5-methoxybenzonitrile (8.3 g, 39.1 mmol), dicyclohexyl(2′,6′-dimethoxy-[1,1′-biphenyl]-2-yl)phosphine (S-Phos) (1.286 g, 3.13 mmol), phenylboronic acid (5.84 g, 47.0 mmol), Pd2(dba)3 and 200 mL toluene were charged in a flask and refluxed overnight. The reaction was cooled down and 200 mL of ethyl acetate was added. The crude mixture was run though a silica gel plug, and the product was confirmed by GC. After distillation under vacuum, 7.5 g of a white product was obtained. Starting materials: BrC1=NC=C2C=CC(=NC2=C1)Cl (7-Bromo-2-chloro-1,6-naphthyridine), CC(CN1N=CC(=C1)B1OC(C(O1)(C)C)(C)C)(C)O (2-methyl-1-(4-(4,4,5,5-tetramethyl-1,3,2-dioxaborolan-2-yl)-1H-pyrazol-1-yl)propan-2-ol). The product is BrC1=NC=C2C=CC(=NC2=C1)C=1C=NN(C1)CC(C)(O)C (1-(4-(7-Bromo-1,6-naphthyridin-2-yl)-1H-pyrazol-1-yl)-2-methylpropan-2-ol). Reaction SMILES: [Br:1][C:2]1[CH:11]=[C:10]2[C:5]([CH:6]=[CH:7][C:8](Cl)=[N:9]2)=[CH:4][N:3]=1.[CH3:13][C:14]([OH:31])([CH3:30])[CH2:15][N:16]1[CH:20]=[C:19](B2OC(C)(C)C(C)(C)O2)[CH:18]=[N:17]1>>[Br:1][C:2]1[CH:11]=[C:10]2[C:5]([CH:6]=[CH:7][C:8]([C:19]3[CH:18]=[N:17][N:16]([CH2:15][C:14]([CH3:30])([OH:31])[CH3:13])[CH:20]=3)=[N:9]2)=[CH:4][N:3]=1. Reported procedure: The title compound was prepared according to the method described for Preparation 58 using 7-Bromo-2-chloro-1,6-naphthyridine (Preparation 61) and 2-methyl-1-(4-(4,4,5,5-tetramethyl-1,3,2-dioxaborolan-2-yl)-1H-pyrazol-1-yl)propan-2-ol (Preparation 124). Reactants: C1(=CC=CC=C1)OC (anisole), P(=O)(Cl)(Cl)Cl (phosphorus oxychloride), S(O)(O)(=O)=O (sulfuric acid). Run at temperature 17 celsius, time 1 hour. The product is COC1=CC=C(C=C1)S(=O)(=O)Cl (4-methoxybenzenesulfonyl chloride). Reaction SMILES: [C:1]1([O:7][CH3:8])[CH:6]=[CH:5][CH:4]=[CH:3][CH:2]=1.P(Cl)(Cl)([Cl:11])=O.[S:14](=[O:18])(=O)(O)[OH:15]>>[CH3:8][O:7][C:1]1[CH:6]=[CH:5][C:4]([S:14]([Cl:11])(=[O:18])=[O:15])=[CH:3][CH:2]=1. Procedure details: To a mixture of 54.0 g (0.5 m) of anisole, 46.0 ml (0.5 m) of phosphorus oxychloride cooled to about 17° C., there was added slowly 51 g (0.525 m) of 100 percent sulfuric acid allowing the temperature to rise to approximately 29° C. at which temperature an external water bath was applied lowering the temperature to approximately 17° C. When the addition was complete, the water bath was removed and the temperature of the reaction mixture gradually rose to about 27° C. over approximately one hour ... Reactants: BrC1=C(C=CC(=C1)F)C1N=C(NC(=C1C(=O)OCC)CBr)C=1SC=C(N1)CC(=O)OC (Ethyl 4-(2-bromo-4-fluorophenyl)-6-(bromomethyl)-2-(4-(2-methoxy-2-oxoethyl)thiazol-2-yl)-1,4-dihydropyrimidine-5-carboxylate), N1[C@@H](COCC1)C(=O)O ((S)-morpholine-3-carboxylic acid). Yields the product BrC1=C(C=CC(=C1)F)C1C(=C(NC(=N1)C=1SC=C(N1)CC(=O)OC)CN1[C@@H](COCC1)C(=O)O)C(=O)OCC ((3S)-4-((6-(2-bromo-4-fluorophenyl)-5-(ethoxycarbonyl)-2-(4-(2-methoxy-2-oxoethyl)thiazol-2-yl)-3,6-dihydropyrimidin-4-yl)methyl)morpholine-3-carboxylic acid). Yield: 60.0%. RXN SMILES: [Br:1][C:2]1[CH:7]=[C:6]([F:8])[CH:5]=[CH:4][C:3]=1[CH:9]1[C:14]([C:15]([O:17][CH2:18][CH3:19])=[O:16])=[C:13]([CH2:20]Br)[NH:12][C:11]([C:22]2[S:23][CH:24]=[C:25]([CH2:27][C:28]([O:30][CH3:31])=[O:29])[N:26]=2)=[N:10]1.[NH:32]1[CH2:37][CH2:36][O:35][CH2:34][C@H:33]1[C:38]([OH:40])=[O:39]>>[Br:1][C:2]1[CH:7]=[C:6]([F:8])[CH:5]=[CH:4][C:3]=1[CH:9]1[N:10]=[C:11]([C:22]2[S:23][CH:24]=[C:25]([CH2:27][C:28]([O:30][CH3:31])=[O:29])[N:26]=2)[NH:12][C:13]([CH2:20][N:32]2[CH2:37][CH2:36][O:35][CH2:34][C@H:33]2[C:38]([OH:40])=[O:39])=[C:14]1[C:15]([O:17][CH2:18][CH3:19])=[O:16]. Procedure details: Ethyl 4-(2-bromo-4-fluorophenyl)-6-(bromomethyl)-2-(4-(2-methoxy-2-oxoethyl)thiazol-2-yl)-1,4-dihydropyrimidine-5-carboxylate (1.15 g, 2 mmol) was reacted with (S)-morpholine-3-carboxylic acid (0.39 g, 3 mmol) according to the procedure as described in Example 1, Step C to give the title compound as a yellow solid (0.75 g, 60%). The compound was characterized by the following spectroscopic data: